From a dataset of the Open Reaction Database (ORD), a public repository of structured organic reaction records. describe an organic reaction: reactants, conditions, products, and yield Starting materials: Br, O=Cc1cc(OCCl)c(O)cc1[N+](=O)[O-]. Product: O=Cc1cc(O)c(O)cc1[N+](=O)[O-]. RXN SMILES: [BrH:16].[Cl:1][CH2:2][O:3][c:4]1[c:5]([OH:15])[cH:6][c:7]([N+:12](=[O:13])[O-:14])[c:8]([CH:9]=[O:10])[cH:11]1>>[OH:3][c:4]1[c:5]([OH:15])[cH:6][c:7]([N+:12](=[O:13])[O-:14])[c:8]([CH:9]=[O:10])[cH:11]1. The reactants are C(CO)(=O)OCC (Ethyl glycolate), [H-].[Na+] (sodium hydride), ClC1=CC=NC=C1C(=O)OCC (ethyl 4-chloronicotinate). Solvent: COCCOC (1,2-dimethoxyethane), COCCOC (DME). Conditions: temperature 70 celsius, time 30 minute. Product: OC1=C(OC2=C1C=NC=C2)C(=O)OCC (ethyl 3-hydroxyfuro[3,2-c]pyridine-2-carboxylate). Yield: 83.7%. Reaction SMILES: [C:1]([O:5][CH2:6][CH3:7])(=[O:4])[CH2:2][OH:3].[H-].[Na+].Cl[C:11]1[C:16]([C:17](OCC)=[O:18])=[CH:15][N:14]=[CH:13][CH:12]=1>COCCOC>[OH:18][C:17]1[C:16]2[CH:15]=[N:14][CH:13]=[CH:12][C:11]=2[O:3][C:2]=1[C:1]([O:5][CH2:6][CH3:7])=[O:4] |f:1.2|. Reported procedure: Ethyl glycolate (7.26 g, 59.7 mmol) was added slowly into a suspension of sodium hydride (2.95 g of 60% dispersion in mineral oil, 73.8 mmol) in 85 mL of 1,2-dimethoxyethane (DME) at 0° C., and the mixture was stirred for another 30 min. A solution of ethyl 4-chloronicotinate (6.20 g, 33.4 mmol) in 20 mL of DME was added slowly into the reaction mixture at room temperature. The mixture was heated to 70° C. and maintained at that temperature overnight. The solvent was evaporated and the residue w...